From a dataset of the Open Reaction Database (ORD), a public repository of structured organic reaction records. describe an organic reaction: reactants, conditions, products, and yield Reactants: NC1=CC=C(C=C1)NC1=NC2=CC=CC=C2C=C1 (2-(4-aminophenylamino)quinoline), ClC1=C(C=C(C=C1)N=C=S)C(F)(F)F (4-chloro-3-trifluoromethylphenylisothiocyanate). The product is N1=C(C=CC2=CC=CC=C12)NC1=CC=C(C=C1)NC(=S)NC1=CC(=C(C=C1)Cl)C(F)(F)F (1-[4-(2-quinolylamino)phenyl]-3-(4-chloro-3-trifluoromethylphenyl)thiourea). Isolated yield 0.1%. Reaction SMILES: [NH2:1][C:2]1[CH:7]=[CH:6][C:5]([NH:8][C:9]2[CH:18]=[CH:17][C:16]3[C:11](=[CH:12][CH:13]=[CH:14][CH:15]=3)[N:10]=2)=[CH:4][CH:3]=1.[Cl:19][C:20]1[CH:25]=[CH:24][C:23]([N:26]=[C:27]=[S:28])=[CH:22][C:21]=1[C:29]([F:32])([F:31])[F:30]>>[N:10]1[C:11]2[C:16](=[CH:15][CH:14]=[CH:13][CH:12]=2)[CH:17]=[CH:18][C:9]=1[NH:8][C:5]1[CH:4]=[CH:3][C:2]([NH:1][C:27]([NH:26][C:23]2[CH:24]=[CH:25][C:20]([Cl:19])=[C:21]([C:29]([F:32])([F:30])[F:31])[CH:22]=2)=[S:28])=[CH:7][CH:6]=1. Procedure details: 2-(4-aminophenylamino)quinoline (5.0 moles, 1.15 g) and 4-chloro-3-trifluoromethylphenylisothiocyanate (5.0 moles, 1.20 g) were reacted according to procedure C of to yield the title compound 1.60 g, 68%. Mass Spec (FD) 473. Calculated for C23H16C1F3N4S: C,; H,; N, Found: C,; H,; N,.